describe an organic reaction: reactants, conditions, products, and yield From a dataset of the Open Reaction Database (ORD), a public repository of structured organic reaction records. Starting materials: C[O-], CO, Cc1ccc(NC(=O)c2ccccc2)cc1-c1cc2cnc(Cl)cc2n(C)c1=O, [Na+]. The product is COc1cc2c(cn1)cc(-c1cc(NC(=O)c3ccccc3)ccc1C)c(=O)n2C. RXN SMILES: [CH3:30][O-:31].[CH3:33][OH:34].[Cl:1][c:2]1[n:3][cH:4][c:5]2[cH:6][c:7](-[c:14]3[cH:15][c:16]([NH:21][C:22]([c:23]4[cH:24][cH:25][cH:26][cH:27][cH:28]4)=[O:29])[cH:17][cH:18][c:19]3[CH3:20])[c:8](=[O:13])[n:9]([CH3:12])[c:10]2[cH:11]1.[Na+:32]>>[c:2]1([O:31][CH3:30])[n:3][cH:4][c:5]2[cH:6][c:7](-[c:14]3[cH:15][c:16]([NH:21][C:22]([c:23]4[cH:24][cH:25][cH:26][cH:27][cH:28]4)=[O:29])[cH:17][cH:18][c:19]3[CH3:20])[c:8](=[O:13])[n:9]([CH3:12])[c:10]2[cH:11]1. Reactants: C=O, CCO, CC(=O)N1CCC(C(=O)NCC(=O)c2ccccc2)CC1, O. The product is CC(=O)N1CCC(C(=O)NC(CO)C(=O)c2ccccc2)CC1. Reaction SMILES: [CH2:25]=[O:26].[CH3:22][CH2:23][OH:24].[O:1]=[C:2]([CH2:3][NH:4][C:5](=[O:6])[CH:7]1[CH2:8][CH2:9][N:10]([C:13]([CH3:14])=[O:15])[CH2:11][CH2:12]1)[c:16]1[cH:17][cH:18][cH:19][cH:20][cH:21]1.[OH2:27]>>[O:1]=[C:2]([CH:3]([NH:4][C:5](=[O:6])[CH:7]1[CH2:8][CH2:9][N:10]([C:13]([CH3:14])=[O:15])[CH2:11][CH2:12]1)[CH2:23][OH:24])[c:16]1[cH:17][cH:18][cH:19][cH:20][cH:21]1. Reactants: COC(=O)COc1ccc(F)c(C(F)(F)F)c1, CO, [Na+], [OH-]. The product is O=C(O)COc1ccc(F)c(C(F)(F)F)c1. Reaction SMILES: [CH3:1][O:2][C:3]([CH2:4][O:5][c:6]1[cH:7][c:8]([C:13]([F:14])([F:15])[F:16])[c:9]([F:12])[cH:10][cH:11]1)=[O:17].[CH3:20][OH:21].[Na+:19].[OH-:18]>>[O:2]=[C:3]([CH2:4][O:5][c:6]1[cH:7][c:8]([C:13]([F:14])([F:15])[F:16])[c:9]([F:12])[cH:10][cH:11]1)[OH:17]. Starting materials: [OH-].[Na+] (NaOH), ClCCO (2-chloroethanol), C(Cl)(Cl)Cl (chloroform), ClS(=O)(=O)O (Chlorosulfonic acid). Run in CO (methanol). Run at temperature -30 celsius, time 2 hour. Product: S(=O)(=O)([O-])[O-].ClCC.[Na+].[Na+] (sodium 2-chloroethane sulfate). RXN SMILES: [Cl:1][CH2:2][CH2:3]O.C(Cl)(Cl)Cl.Cl[S:10]([OH:13])(=[O:12])=[O:11].[OH-:14].[Na+:15]>CO>[S:10]([O-:13])([O-:14])(=[O:12])=[O:11].[Cl:1][CH2:2][CH3:3].[Na+:15].[Na+:15] |f:3.4,6.7.8.9|. Procedure details: A 2 liter round bottom flask was equipped with an overhead stirrer, thermometer, condenser and addition funnel with N2Inlet. 216 g of 2-chloroethanol and 550 cc of dry chloroform were charged to the flask and chilled to -30° C. Chlorosulfonic acid was added dropwise in one hour, and the reaction was allowed to warm to room temperature and stir for 11/2 hours. With the reaction solution again at -30° C., cold methanol was added dropwise followed by 300 g of 50% NaOH solution. The reaction was hea... Reaction SMILES: [Cl:1][C:2]1[CH:3]=[C:4]([CH2:9][C:10]#[N:11])[CH:5]=[CH:6][C:7]=1[Cl:8].Cl[CH2:13][C:14]([O-:16])=[O:15].[Na+].N.[NH2-].[Na+]>>[C:10]([CH:9]([C:4]1[CH:5]=[CH:6][C:7]([Cl:8])=[C:2]([Cl:1])[CH:3]=1)[CH2:13][C:14]([OH:16])=[O:15])#[N:11] |f:1.2,4.5|. Procedure: A mixture of 93 g (0.50 mol) of 3,4-dichlorophenylacetonitrile and 64 g (0.55 mol) of sodium chloroacetate is reacted for 4 hours at -33° C. in 500 ml of liquid ammonia, in the presence of 21 g (0.54 mol) of sodium amide. After evaporation of the ammonia, the residue is taken up with water and then with isopropyl ether and is acidified to pH<3 with hydrochloric acid. The organic phase is washed with water to pH>3, separated off by decantation, dried over magnesium sulfate and concentrated to dry... Run in liquid. Starting materials: ClC=1C=C(C=CC1Cl)CC#N (3,4-dichlorophenylacetonitrile), ClCC(=O)[O-].[Na+] (sodium chloroacetate), N (ammonia), [NH2-].[Na+] (sodium amide). Yields the product C(#N)C(CC(=O)O)C1=CC(=C(C=C1)Cl)Cl ((±)-3-Cyano-3-(3,4-dichlorophenyl)propionic acid). Starting materials: N#CC1(c2ccc(Br)cc2)CC1, CC1SC(NC(C)c2ccc(F)cc2)=NC1=O, CC(NC1=NC(=O)C(C)(c2ccc(C#N)cc2)S1)c1ccccc1C(F)(F)F. Product: CC(NC1=NC(=O)C(C)(c2ccc(C3(C#N)CC3)cc2)S1)c1ccc(F)cc1. Reaction SMILES: [Br:18][c:19]1[cH:20][cH:21][c:22]([C:25]2([C:28]#[N:29])[CH2:26][CH2:27]2)[cH:23][cH:24]1.[CH3:1][CH:2]1[C:3](=[O:17])[N:4]=[C:5]([NH:7][CH:8]([CH3:9])[c:10]2[cH:11][cH:12][c:13]([F:16])[cH:14][cH:15]2)[S:6]1.[CH3:30][C:31]1([c:32]2[cH:33][cH:34][c:35]([C:36]#[N:37])[cH:38][cH:39]2)[S:40][C:41]([NH:42][CH:43]([c:44]2[cH:45][cH:46][cH:47][cH:48][c:49]2[C:50]([F:51])([F:52])[F:53])[CH3:54])=[N:55][C:56]1=[O:57]>>[CH3:1][C:2]1([c:19]2[cH:20][cH:21][c:22]([C:25]3([C:28]#[N:29])[CH2:26][CH2:27]3)[cH:23][cH:24]2)[C:3](=[O:17])[N:4]=[C:5]([NH:7][CH:8]([CH3:9])[c:10]2[cH:11][cH:12][c:13]([F:16])[cH:14][cH:15]2)[S:6]1. The reactants are Ice water, CC1=COC2=C(C(N1)=O)C=CC=C2 (3-methyl-4,5-dihydro-1,4-benzoxazepin-5-one), [H-].[Na+] (sodium hydride), BrCCCCBr (1,4-dibromobutane), C(C)(=O)OCC (ethyl acetate). The solvent is CN(C=O)C (dimethylformamide). Run at time 1 hour. The product is BrCCCCN1C(=COC2=C(C1=O)C=CC=C2)C (4-(4-Bromobutyl)-4,5-Dihydro-3-Methyl-1,4-Benzoxazepin-5-One). Yield: 84.0%. Reaction SMILES: [CH3:1][C:2]1[NH:8][C:7](=[O:9])[C:6]2[CH:10]=[CH:11][CH:12]=[CH:13][C:5]=2[O:4][CH:3]=1.[H-].[Na+].[Br:16][CH2:17][CH2:18][CH2:19][CH2:20]Br.C(OCC)(=O)C>CN(C)C=O>[Br:16][CH2:17][CH2:18][CH2:19][CH2:20][N:8]1[C:7](=[O:9])[C:6]2[CH:10]=[CH:11][CH:12]=[CH:13][C:5]=2[O:4][CH:3]=[C:2]1[CH3:1] |f:1.2|. Procedure details: 2.0 g of 3-methyl-4,5-dihydro-1,4-benzoxazepin-5-one was dissolved in 120 ml of dimethylformamide, then 548 mg (1.2 equivalents) of 60% sodium hydride was added under ice cooling. This was stirred at room temperature for 1 hour, then 4.1 ml (3 equivalents) of 1,4-dibromobutane was added and the mixture was stirred for 3 hours. Ice water was added to the reaction solution and extraction was performed with ethyl acetate. The ethyl acetate extract was washed with saline, then dried over anhydrous m... RXN SMILES: [O-2].[O-2].[O-2].[Al+3].[Al+3].[O-2].[Ca+2].[O-2].[O-2].[O-2].[Al+3].[Al+3].[C:13]1(=[O:19])[CH2:18][CH2:17][CH2:16][CH2:15][CH2:14]1>>[C:13]1([C:14]2[CH:15]=[CH:16][CH:17]=[CH:18][C:13]=2[OH:19])[CH:18]=[CH:17][CH:16]=[CH:15][CH:14]=1 |f:0.1.2.3.4.5.6,7.8.9.10.11|. Reported procedure: The same procedure as in Example 1 is repeated except that pellets of γ-alumina-calcium oxide (85:15 in weight ratio, baked product at 600° C for 3 hours) are used in place of the γ-alumina pellets. The conversion of the cyclohexanone dimer is confirmed to be always 100% during the 2,000 hours' reaction. Table 1 gives the selectivity for o-phenylphenol measured. The product is C1(=CC=CC=C1)C1=C(C=CC=C1)O (o-phenylphenol). Starting materials: [O-2].[O-2].[O-2].[Al+3].[Al+3].[O-2].[Ca+2] (γ-alumina calcium oxide), [O-2].[O-2].[O-2].[Al+3].[Al+3] (γ-alumina), C1(CCCCC1)=O (cyclohexanone).